From a dataset of the Open Reaction Database (ORD), a public repository of structured organic reaction records. describe an organic reaction: reactants, conditions, products, and yield Reactants: C(C)(=O)NCCC1=CC=C(C=C1)C=1C=C2C(=CNC2=C(C1)C(=O)N)C1CCN(CC1)S(=O)(=O)CC (5-{4-[2-(acetylamino)ethyl]phenyl}-3-[1-(ethylsulfonyl)-4-piperidinyl]-1H-indole-7-carboxamide), BrC1=CC=C(C=C1)CCNC(C)=O (N-[2-(4-bromophenyl)ethyl]acetamide). The product is C1(CCC1)C(=O)NCCC1=CC=C(C=C1)C=1C=C2C(=CNC2=C(C1)C(=O)N)C1CCN(CC1)S(=O)(=O)CC (5-(4-{2-[(cyclobutylcarbonyl)amino]ethyl}phenyl)-3-[1-(ethylsulfonyl)-4-piperidinyl]-1H-indole-7-carboxamide). The yield is 48.3%. As a reaction SMILES: [C:1]([NH:4][CH2:5][CH2:6][C:7]1[CH:12]=[CH:11][C:10]([C:13]2[CH:14]=[C:15]3[C:19](=[C:20]([C:22]([NH2:24])=[O:23])[CH:21]=2)[NH:18][CH:17]=[C:16]3[CH:25]2[CH2:30][CH2:29][N:28]([S:31]([CH2:34][CH3:35])(=[O:33])=[O:32])[CH2:27][CH2:26]2)=[CH:9][CH:8]=1)(=[O:3])[CH3:2].Br[C:37]1[CH:42]=CC(CCNC(=O)C)=C[CH:38]=1>>[CH:2]1([C:1]([NH:4][CH2:5][CH2:6][C:7]2[CH:12]=[CH:11][C:10]([C:13]3[CH:14]=[C:15]4[C:19](=[C:20]([C:22]([NH2:24])=[O:23])[CH:21]=3)[NH:18][CH:17]=[C:16]4[CH:25]3[CH2:30][CH2:29][N:28]([S:31]([CH2:34][CH3:35])(=[O:32])=[O:33])[CH2:27][CH2:26]3)=[CH:9][CH:8]=2)=[O:3])[CH2:42][CH2:37][CH2:38]1. Reported procedure: The title compound was prepared according to the general procedure of 5-{4-[2-(acetylamino)ethyl]phenyl}-3-[1-(ethylsulfonyl)-4-piperidinyl]-1H-indole-7-carboxamide, substituting N-[2-(4-bromophenyl)ethyl]cyclobutanecarboxamide (100 mg, 0.324 mmol) for N-[2-(4-bromophenyl)ethyl]acetamide. Purified by flash chromatography to afford 28 mg of the title compound (48.3%). The reactants are ClCCN1C=C(C(C2=CC(=C(N=C12)C1=CC=NC=C1)F)=O)C(=O)OCC (Ethyl 1-(2-chloroethyl)-6-fluoro-1,4-dihydro-4-oxo-7-(4-pyridyl)-1,8-naphthyridine-3-carboxylate). Solvent: [OH-].[Na+] (sodium hydroxide). Reaction conditions: temperature 70 celsius. Yields the product FC=1C=C2C(C(=CN(C2=NC1C1=CC=NC=C1)C=C)C(=O)O)=O (6-fluoro-1,4-dihydro-4-oxo-7-(4-pyridyl)-1-vinyl-1,8-naphthyridine-3-carboxylic acid). RXN SMILES: Cl[CH2:2][CH2:3][N:4]1[C:13]2[C:8](=[CH:9][C:10]([F:20])=[C:11]([C:14]3[CH:19]=[CH:18][N:17]=[CH:16][CH:15]=3)[N:12]=2)[C:7](=[O:21])[C:6]([C:22]([O:24]CC)=[O:23])=[CH:5]1>[OH-].[Na+]>[F:20][C:10]1[CH:9]=[C:8]2[C:13](=[N:12][C:11]=1[C:14]1[CH:15]=[CH:16][N:17]=[CH:18][CH:19]=1)[N:4]([CH:3]=[CH2:2])[CH:5]=[C:6]([C:22]([OH:24])=[O:23])[C:7]2=[O:21] |f:1.2|. Procedure: Ethyl 1-(2-chloroethyl)-6-fluoro-1,4-dihydro-4-oxo-7-(4-pyridyl)-1,8-naphthyridine-3-carboxylate was suspended in 1N sodium hydroxide and the suspension was heated at 70° C. for 4 hours. The precipitate was collected by filtration, and dissolved in water. Then the pH of the solution was adjusted to about 6 with acetic acid. The resulting solid was collected and recrystallized from ethanol to give 6-fluoro-1,4-dihydro-4-oxo-7-(4-pyridyl)-1-vinyl-1,8-naphthyridine-3-carboxylic acid (Compound 2) (0... Reactants: [H][H] (hydrogen), Cl.C(=O)(OCC1=CC=CC=C1)N[C@@H](CCCNC(N)=N)C(=O)NC1=CC=C2C(=CC(OC2=C1)=O)C (7-(Nα -carbobenzoxy-L-arginyl)amino-4-methyl-coumarin hydrochloric acid salt). Reagents/catalysts: [C].[Pd] (palladium-carbon). The solvent is CO (methyl alcohol), C(C)(=O)O (acetic acid), O (water). Product: O.Cl.N[C@@H](CCCNC(N)=N)C(=O)NC1=CC=C2C(=CC(OC2=C1)=O)C.N[C@@H](CCCNC(N)=N)C(=O)NC1=CC=C2C(=CC(OC2=C1)=O)C.Cl (7-L-arginylamino-4-methylcoumarin hydrochloric acid salt hemihydrate). Isolated yield 99.8%. RXN SMILES: [ClH:1].C([NH:12][C@H:13]([C:21]([NH:23][C:24]1[CH:33]=[C:32]2[C:27]([C:28]([CH3:35])=[CH:29][C:30](=[O:34])[O:31]2)=[CH:26][CH:25]=1)=[O:22])[CH2:14][CH2:15][CH2:16][NH:17][C:18](=[NH:20])[NH2:19])(OCC1C=CC=CC=1)=[O:3].[H][H]>CO.C(O)(=O)C.O.[C].[Pd]>[OH2:3].[ClH:1].[NH2:12][C@H:13]([C:21]([NH:23][C:24]1[CH:33]=[C:32]2[C:27]([C:28]([CH3:35])=[CH:29][C:30](=[O:34])[O:31]2)=[CH:26][CH:25]=1)=[O:22])[CH2:14][CH2:15][CH2:16][NH:17][C:18](=[NH:19])[NH2:20].[NH2:12][C@H:13]([C:21]([NH:23][C:24]1[CH:33]=[C:32]2[C:27]([C:28]([CH3:35])=[CH:29][C:30](=[O:34])[O:31]2)=[CH:26][CH:25]=1)=[O:22])[CH2:14][CH2:15][CH2:16][NH:17][C:18](=[NH:19])[NH2:20].[ClH:1] |f:0.1,6.7,8.9.10.11.12|. Reported procedure: 7-(Nα -carbobenzoxy-L-arginyl)amino-4-methyl-coumarin hydrochloric acid salt (251 mg, 0.5 mM) was dissolved in a mixture of methyl alcohol (50 ml), acetic acid (5 ml) and water (10 ml), and 5% palladium-carbon catalyst (25 mg) was added thereto. This mixture was stirred while being treated with hydrogen gas at room temperature. The catalyst was removed by filtration, and from the filtrate the solvent was distilled off under reduced pressure. To the residue ether (50 ml) was added and the precipi... The reactants are C(C1=CC=CC=C1)C=1C(OC2=CC=CC=C2C1O)=O (3-benzyl-4-hydroxy-coumarin), O1CCN(CC1)CCCl (2-morpholino-1-chlorethane). Product: C(C1=CC=CC=C1)C=1C(OC2=CC=CC=C2C1OCCN1CCOCC1)=O (3-Benzyl-4-(2'-morpholinoethoxy)-coumarin). Isolated yield 88.5%. Reaction SMILES: [CH2:1]([C:8]1[C:9](=[O:19])[O:10][C:11]2[C:16]([C:17]=1[OH:18])=[CH:15][CH:14]=[CH:13][CH:12]=2)[C:2]1[CH:7]=[CH:6][CH:5]=[CH:4][CH:3]=1.[O:20]1[CH2:25][CH2:24][N:23]([CH2:26][CH2:27]Cl)[CH2:22][CH2:21]1>>[CH2:1]([C:8]1[C:9](=[O:19])[O:10][C:11]2[C:16]([C:17]=1[O:18][CH2:27][CH2:26][N:23]1[CH2:24][CH2:25][O:20][CH2:21][CH2:22]1)=[CH:15][CH:14]=[CH:13][CH:12]=2)[C:2]1[CH:3]=[CH:4][CH:5]=[CH:6][CH:7]=1. Reported procedure: Prepared as indicated in Example 8, from 13.7 g. (0.54 mol) of 3-benzyl-4-hydroxy-coumarin and 10.6 g. (0.071 mol) of 2-morpholino-1-chlorethane. After evaporation of the chloroform, there are obtained 17 g. of an oil which cannot be crystallised. Yield 88.5% (theoretical yield 19.2 g.). The product is Fc1cccc(CNc2nc(-c3cc(F)ncc3Cl)ccc2F)c1. Reactants: COCCOC, OB(O)c1cc(F)ncc1Cl, O=S(=O)(Oc1ccc(F)c(NCc2cccc(F)c2)n1)C(F)(F)F, [Na+], [Na+], O=C([O-])[O-]. Reaction SMILES: [CH3:42][O:43][CH2:44][CH2:45][O:46][CH3:47].[Cl:25][c:26]1[c:27]([B:33]([OH:34])[OH:35])[cH:28][c:29]([F:32])[n:30][cH:31]1.[F:1][C:2]([F:3])([F:4])[S:5]([O:6][c:7]1[n:8][c:9]([NH:14][CH2:15][c:16]2[cH:17][c:18]([F:22])[cH:19][cH:20][cH:21]2)[c:10]([F:13])[cH:11][cH:12]1)(=[O:23])=[O:24].[Na+:36].[Na+:37].[O-:38][C:39](=[O:40])[O-:41]>>[c:7]1(-[c:27]2[c:26]([Cl:25])[cH:31][n:30][c:29]([F:32])[cH:28]2)[n:8][c:9]([NH:14][CH2:15][c:16]2[cH:17][c:18]([F:22])[cH:19][cH:20][cH:21]2)[c:10]([F:13])[cH:11][cH:12]1.